Dataset: the Open Reaction Database (ORD), a public repository of structured organic reaction records. Task: describe an organic reaction: reactants, conditions, products, and yield The reactants are C(C)I (ethyl iodide), CC[C@H](C)[C@@H](C(=O)O)NC(=O)OC(C)(C)C (BOC--L--Ile--OH), O (H2O). Yields the product C(C)OC([C@@H](NC(=O)OC(C)(C)C)[C@@H](C)CC)=O (N-(t-Butyloxycarbonyl)-L-isoleucine Ethyl ester). As a reaction SMILES: [CH2:1](I)[CH3:2].[CH3:4][CH2:5][C@@H:6]([C@H:8]([NH:12][C:13]([O:15][C:16]([CH3:19])([CH3:18])[CH3:17])=[O:14])[C:9]([OH:11])=[O:10])[CH3:7].O>>[CH2:1]([O:10][C:9](=[O:11])[C@H:8]([C@H:6]([CH2:5][CH3:4])[CH3:7])[NH:12][C:13]([O:15][C:16]([CH3:17])([CH3:19])[CH3:18])=[O:14])[CH3:2]. Reported procedure: The title compound was prepared by the method of Example 8 using ethyl iodide (0.4 mL, 5 mmol) instead of methyl iodide and BOC--L--Ile--OH--0.5 H2O (1.0 g, 4 mmol) instead of the title product of Example 1. Concentration afforded the title compound (1.1 g) as a water white liquid and the structure verified by NMR. The reactants are CC=1NC(OC1C)=S (4,5-Dimethyl-2(3H)-oxazolethione), S(=O)(=O)(OC)OC (dimethyl sulphate). Solvent: [OH-].[Na+] (sodium hydroxide). Reaction conditions: time 4 hour. Product: CC=1N=C(OC1C)SC (4,5-Dimethyl-2-methylthiooxazole). Isolated yield 81.4%. RXN SMILES: [CH3:1][C:2]1[NH:3][C:4](=[S:8])[O:5][C:6]=1[CH3:7].S(OC)(O[CH3:13])(=O)=O>[OH-].[Na+]>[CH3:1][C:2]1[N:3]=[C:4]([S:8][CH3:13])[O:5][C:6]=1[CH3:7] |f:2.3|. Procedure: 4,5-Dimethyl-2(3H)-oxazolethione [Bull. Soc. Chim. Belg. 70, 745, (1961)] (37.5 g, 0.29 m) in 2N aqueous sodium hydroxide (150 ml) was stirred at room temperature during the dropwise addition of dimethyl sulphate (40.0 g, 0.317 m). The mixture was stirred for 4 hours at room temperature and then warmed to 50° C, cooled, and the aqueous phase extracted with diethyl ether. Evaporation of the solvent and distillation of the residue under reduced pressure gave 33.85 g (81%) of the title product as a... Starting materials: ClC=1C=CC2=C(C(=NCC=3N2C(=NN3)CCl)C3=C(C=CC=C3)Cl)C1 (8-chloro-1-(chloromethyl)-6-(o-chlorophenyl)-4H-s-triazolo[4,3-a][1,4]benzodiazepine), [I-].[K+] (potassium iodide), C(C=C)N (allylamine). Run in O1CCCC1 (tetrahydrofuran). The product is ClC=1C=CC2=C(C(=NCC=3N2C(=NN3)CNCC=C)C3=C(C=CC=C3)Cl)C1 (8-chloro-1-[(allylamino)methyl]-6-(o-chlorophenyl)-4H-s-triazolo[4,3-a][1,4]benzodiazepine). RXN SMILES: [Cl:1][C:2]1[CH:3]=[CH:4][C:5]2[N:11]3[C:12]([CH2:15]Cl)=[N:13][N:14]=[C:10]3[CH2:9][N:8]=[C:7]([C:17]3[CH:22]=[CH:21][CH:20]=[CH:19][C:18]=3[Cl:23])[C:6]=2[CH:24]=1.[I-].[K+].[CH2:27]([NH2:30])[CH:28]=[CH2:29]>O1CCCC1>[Cl:1][C:2]1[CH:3]=[CH:4][C:5]2[N:11]3[C:12]([CH2:15][NH:30][CH2:27][CH:28]=[CH2:29])=[N:13][N:14]=[C:10]3[CH2:9][N:8]=[C:7]([C:17]3[CH:22]=[CH:21][CH:20]=[CH:19][C:18]=3[Cl:23])[C:6]=2[CH:24]=1 |f:1.2|. Procedure details: A stirred mixture of 8-chloro-1-(chloromethyl)-6-(o-chlorophenyl)-4H-s-triazolo[4,3-a][1,4]benzodiazepine (0.004 mole), potassium iodide (0.67 g., 0.004 mole), allylamine (0.84 g., 0.012 mole) and tetrahydrofuran (100 ml.) is kept at ambient temperature (25° C.) for 18 hours and then concentrated in vacuo. The residue is mixed with water and extracted with methylene chloride. The extract is washed with brine, dried over anhydrous sodium sulfate and concentrated. The residue is crystallized from ... Starting materials: Cl (HCl), C(CCC)[Li] (n-Butyl lithium), C#CCCC (1-pentyne), BrCC1=C(C2=CC=CC=C2C(=C1CBr)CCC)CCC (2,3-Bis(bromomethyl)-1,4-dipropylnaphthalene), CN1CCCN(C1=O)C (DMPU). Run in C1CCOC1 (THF). The product is C(C#CCCC)C1=C(C2=CC=CC=C2C(=C1CC#CCCC)CCC)CCC (2,3-Bis(2-hexynyl)-1,4-dipropylnaphthalene). Isolated yield 93.0%. Reaction SMILES: [CH2:1]([Li])[CH2:2][CH2:3][CH3:4].[CH:6]#[C:7][CH2:8][CH2:9][CH3:10].Br[CH2:12][C:13]1[C:22]([CH2:23]Br)=[C:21]([CH2:25][CH2:26][CH3:27])[C:20]2[C:15](=[CH:16][CH:17]=[CH:18][CH:19]=2)[C:14]=1[CH2:28][CH2:29][CH3:30].[CH3:31]N1C(=O)N(C)CCC1.Cl>C1COCC1>[CH2:12]([C:13]1[C:22]([CH2:23][C:6]#[C:7][CH2:8][CH2:9][CH3:10])=[C:21]([CH2:25][CH2:26][CH3:27])[C:20]2[C:15](=[CH:16][CH:17]=[CH:18][CH:19]=2)[C:14]=1[CH2:28][CH2:29][CH3:30])[C:4]#[C:3][CH2:2][CH2:1][CH3:31]. Procedure: n-Butyl lithium (7.6 ml, 19.1 mmols, 2.52 M) was added to a 30 ml THF solution of 1-pentyne (2.05 ml, 21.06 mmols) at −78° C., and the mixture was stirred at room temperature for an hour. 2,3-Bis(bromomethyl)-1,4-dipropylnaphthalene (1.91 g, 4.79 mmols) and DMPU (2.3 ml, 19.1 mmols) were added to the mixture at room temperature. After stirring for an hour, the mixture was treated with 3N HCl and extracted with hexane. The extract was then washed with sodium hydrogencarbonate aqueous solution and... Reactants: S1CCC(C2=CC=CC=C12)N1C=NC=C1 (1-thiochroman-4-yl-1H-imidazole), OOS(=O)[O-].[K+] (Oxone). Solvent: O (water), CO (methanol). Conditions: time 8 hour. The product is O=S1(CCC(C2=CC=CC=C12)N1C=NC=C1)=O (1-(1,1-dioxo-thiochroman-4-yl)-1H-imidazole). RXN SMILES: S1[C:10]2[C:5](=[CH:6][CH:7]=[CH:8][CH:9]=2)[CH:4]([N:11]2[CH:15]=[CH:14][N:13]=[CH:12]2)[CH2:3][CH2:2]1.O[O:17][S:18]([O-:20])=O.[K+]>CO.O>[O:17]=[S:18]1(=[O:20])[C:10]2[C:5](=[CH:6][CH:7]=[CH:8][CH:9]=2)[CH:4]([N:11]2[CH:15]=[CH:14][N:13]=[CH:12]2)[CH2:3][CH2:2]1 |f:1.2|. Procedure details: To a solution of 1-thiochroman-4-yl-1H-imidazole, which can be prepared as described in Example 16, (130 mg, 0.60 mmol) in methanol (3 mL) at 0° C. is added dropwise a solution of Oxone® (excess) in water (3 mL). The reaction mixture is stirred overnight at room temperature. The reaction is then concentrated an the resulting residue is purified by silica gel flash chromatography (0:1 to 1:19 methanol-dichloromethane), to afford 1-(1,1-dioxo-thiochroman-4-yl)-1H-imidazole; MS: (ESI) m/z 249.1 (M+... Starting materials: C(C)(C)(C)OC(=O)N1C[C@@H](CC1)C(=O)O ((R)-Pyrrolidine-1,3-dicarboxylic acid tert butyl ester), NC=1C=C(C=C(C1)S(=O)(=O)C)NC1=NC=2N(CC(N(C2C=N1)C)=O)C(C)C (2-(3-amino-5-(methylsulfonyl)-phenylamino)-8-isopropyl-5-methyl-7,8-dihydro-5H-pteridin-6-one). Product: C(C)(C)(C)OC(=O)N1C[C@@H](CC1)C(NC1=CC(=CC(=C1)S(=O)(=O)C)NC1=NC=2N(CC(N(C2C=N1)C)=O)C(C)C)=O ((R)-3-[3-(8-isopropyl-5-methyl-6-oxo-5,6,7,8-tetrahydro-pteridin-2-ylamino)-5-(methylsulfonyl)-phenylcarbamoyl]-pyrrolidine-1-carboxylic acid tert-butyl ester). Isolated yield 12.0%. Reaction SMILES: [C:1]([O:5][C:6]([N:8]1[CH2:12][CH2:11][C@@H:10]([C:13]([OH:15])=O)[CH2:9]1)=[O:7])([CH3:4])([CH3:3])[CH3:2].[NH2:16][C:17]1[CH:18]=[C:19]([NH:27][C:28]2[N:37]=[CH:36][C:35]3[N:34]([CH3:38])[C:33](=[O:39])[CH2:32][N:31]([CH:40]([CH3:42])[CH3:41])[C:30]=3[N:29]=2)[CH:20]=[C:21]([S:23]([CH3:26])(=[O:25])=[O:24])[CH:22]=1>>[C:1]([O:5][C:6]([N:8]1[CH2:12][CH2:11][C@@H:10]([C:13](=[O:15])[NH:16][C:17]2[CH:22]=[C:21]([S:23]([CH3:26])(=[O:24])=[O:25])[CH:20]=[C:19]([NH:27][C:28]3[N:37]=[CH:36][C:35]4[N:34]([CH3:38])[C:33](=[O:39])[CH2:32][N:31]([CH:40]([CH3:42])[CH3:41])[C:30]=4[N:29]=3)[CH:18]=2)[CH2:9]1)=[O:7])([CH3:2])([CH3:3])[CH3:4]. Procedure: Starting from (R)-Pyrrolidine-1,3-dicarboxylic acid tert butyl ester (165 mg; 0.768 mmol) and 2-(3-amino-5-(methylsulfonyl)-phenylamino)-8-isopropyl-5-methyl-7,8-dihydro-5H-pteridin-6-one (150 mg; 0.384 mmol), 27 mg (0.046 mmol; 12% yield) of the desired compound were obtained. Product: COC(=O)c1ccc(C(=O)Nc2ccc(N3CCC(N(C)C)C3)cc2)cc1. Reaction SMILES: [CH3:16][O:17][C:18]([c:19]1[cH:20][cH:21][c:22]([C:23](=[O:24])[OH:25])[cH:26][cH:27]1)=[O:28].[NH2:1][c:2]1[cH:3][cH:4][c:5]([N:8]2[CH2:9][CH:10]([N:13]([CH3:14])[CH3:15])[CH2:11][CH2:12]2)[cH:6][cH:7]1>>[NH:1]([c:2]1[cH:3][cH:4][c:5]([N:8]2[CH2:9][CH:10]([N:13]([CH3:14])[CH3:15])[CH2:11][CH2:12]2)[cH:6][cH:7]1)[C:23]([c:22]1[cH:21][cH:20][c:19]([C:18]([O:17][CH3:16])=[O:28])[cH:27][cH:26]1)=[O:24]. The reactants are COC(=O)c1ccc(C(=O)O)cc1, CN(C)C1CCN(c2ccc(N)cc2)C1. The reactants are COCN1C(=CC2=CC=CC(=C12)N(S(=O)(=O)C=1SC=CC1)COC)C(=O)N (1-(methoxymethyl)-7-[(methoxymethyl)(2-thienylsulfonyl)amino]-1H-indole-2-carboxamide), C(C)(C)OC(C)C (diisopropyl ether). The solvent is COC(N(C)C)OC (N,N-dimethylformamide dimethyl acetal). Conditions: temperature 50 celsius, time 8 hour. The product is CN(C)\C=N\C(=O)C=1N(C2=C(C=CC=C2C1)N(S(=O)(=O)C=1SC=CC1)COC)COC (N-[(1E)-(Dimethylamino)methylene]-1-(methoxymethyl)-7-[(methoxymethyl)(2-thienylsulfonyl)amino]1H-indole-2-carboxamide). The yield is 186.9%. RXN SMILES: [CH3:1][O:2][CH2:3][N:4]1[C:12]2[C:7](=[CH:8][CH:9]=[CH:10][C:11]=2[N:13]([CH2:22][O:23][CH3:24])[S:14]([C:17]2[S:18][CH:19]=[CH:20][CH:21]=2)(=[O:16])=[O:15])[CH:6]=[C:5]1[C:25]([NH2:27])=[O:26].C(OC(C)C)(C)C>COC(OC)N(C)C>[CH3:3][N:4](/[CH:12]=[N:27]/[C:25]([C:5]1[N:4]([CH2:3][O:2][CH3:1])[C:12]2[C:7]([CH:6]=1)=[CH:8][CH:9]=[CH:10][C:11]=2[N:13]([CH2:22][O:23][CH3:24])[S:14]([C:17]1[S:18][CH:19]=[CH:20][CH:21]=1)(=[O:16])=[O:15])=[O:26])[CH3:5]. Procedure: A mixture of 1-(methoxymethyl)-7-[(methoxymethyl)(2-thienylsulfonyl)amino]-1H-indole-2-carboxamide (1.00 g) and N,N-dimethylformamide dimethyl acetal (10 mL) was stirred at 50° C. overnight. To the reaction mixture was added diisopropyl ether, and the resulting crystals were filtrated and dried to give the title compound (1.06 g, yield 93%) as colorless crystals. melting point 146-147° C. Reactants: C(C(C)C)C=1C2=C(N=C(N1)S(=O)(=O)C)OC(=N2)C2=CC(=C(OCC(=O)OC(C)(C)C)C(=C2)C)C (tert-butyl [4-(7-isobutyl-5-methanesulfonyloxazolo[5,4-d]pyrimidin-2-yl)-2,6-dimethylphenoxy]acetate), FC(CCO)(F)F (3,3,3-trifluoropropan-1-ol). Product: C(C(C)C)C=1C2=C(N=C(N1)OCCC(F)(F)F)OC(=N2)C2=CC(=C(OCC(=O)OC(C)(C)C)C(=C2)C)C (tert-Butyl {4-[7-isobutyl-5-(3,3,3-trifluoropropoxy)oxazolo[5,4-d]pyrimidin-2-yl]-2,6-dimethylphenoxy}acetate). The yield is 10.0%. As a reaction SMILES: [CH2:1]([C:5]1[C:6]2[N:17]=[C:16]([C:18]3[CH:32]=[C:31]([CH3:33])[C:21]([O:22][CH2:23][C:24]([O:26][C:27]([CH3:30])([CH3:29])[CH3:28])=[O:25])=[C:20]([CH3:34])[CH:19]=3)[O:15][C:7]=2[N:8]=[C:9](S(C)(=O)=O)[N:10]=1)[CH:2]([CH3:4])[CH3:3].[F:35][C:36]([F:41])([F:40])[CH2:37][CH2:38][OH:39]>>[CH2:1]([C:5]1[C:6]2[N:17]=[C:16]([C:18]3[CH:32]=[C:31]([CH3:33])[C:21]([O:22][CH2:23][C:24]([O:26][C:27]([CH3:30])([CH3:29])[CH3:28])=[O:25])=[C:20]([CH3:34])[CH:19]=3)[O:15][C:7]=2[N:8]=[C:9]([O:39][CH2:38][CH2:37][C:36]([F:41])([F:40])[F:35])[N:10]=1)[CH:2]([CH3:4])[CH3:3]. Procedure: Analogously to example 2 (a), the reaction of 95 mg of tert-butyl [4-(7-isobutyl-5-methanesulfonyloxazolo[5,4-d]pyrimidin-2-yl)-2,6-dimethylphenoxy]acetate with 3,3,3-trifluoropropan-1-ol gave 10 mg (10%) of the title compound.